From a dataset of the Open Reaction Database (ORD), a public repository of structured organic reaction records. describe an organic reaction: reactants, conditions, products, and yield Reactants: CC(=O)Cl, CO, C1=C(c2c[nH]c3ncccc23)CNCC1. Yields the product c1cnc2[nH]cc(C3CCCNC3)c2c1. Reaction SMILES: [C:1]([Cl:2])(=[O:3])[CH3:4].[CH3:20][OH:21].[NH:5]1[CH2:6][C:7]([c:11]2[cH:12][nH:13][c:14]3[n:15][cH:16][cH:17][cH:18][c:19]23)=[CH:8][CH2:9][CH2:10]1>>[NH:5]1[CH2:6][CH:7]([c:11]2[cH:12][nH:13][c:14]3[n:15][cH:16][cH:17][cH:18][c:19]23)[CH2:8][CH2:9][CH2:10]1.